Task: describe an organic reaction: reactants, conditions, products, and yield. Dataset: the Open Reaction Database (ORD), a public repository of structured organic reaction records RXN SMILES: Cl[CH2:2][CH2:3][O:4][CH2:5][CH2:6][OH:7].[N-:8]=[N+:9]=[N-:10].[Na+]>O>[N:8]([CH2:2][CH2:3][O:4][CH2:5][CH2:6][OH:7])=[N+:9]=[N-:10] |f:1.2|. Reactants: ClCCOCCO (2-(2-chloro-ethoxy)-ethanol), [N-]=[N+]=[N-].[Na+] (sodium azide). Reported procedure: A solution of 2-(2-chloro-ethoxy)-ethanol (15 g, 0.12 mol) and sodium azide (15.7 g, 2 equiv.) in H2O (50 ml) was heated at 90° C. for 16 h. The reaction mixture was cooled down to RT then extracted with CH2Cl2 (6×50 ml). The combined organic layers were dried over MgSO4 and filtrated. The solvents were removed under reduced pressure to give azide 2 as a colorless liquid (15 g, 95%). 1H and 13C NMR spectra matched the literature data (Cheng, H. et al. J. Med. Chem. 2005, 48, 645-653). The product is N(=[N+]=[N-])CCOCCO (2-(2-Azido-Ethoxy)-Ethanol). The solvent is O (H2O). Isolated yield 95.3%.